Dataset: the Open Reaction Database (ORD), a public repository of structured organic reaction records. Task: describe an organic reaction: reactants, conditions, products, and yield Starting materials: C(C)(=O)Cl (acetyl chloride), N[C@@H](CCSC)C(=O)O (L-methionine). The solvent is CO (methanol). Conditions: temperature 0 celsius, time 10 minute. The product is COC([C@H](CCSC)N)=O ((S)-2-Amino-4-methylsulfanyl-butyric acid methyl ester). RXN SMILES: [C:1](Cl)(=O)C.[NH2:5][C@H:6]([C:11]([OH:13])=[O:12])[CH2:7][CH2:8][S:9][CH3:10]>CO>[CH3:1][O:12][C:11](=[O:13])[C@@H:6]([NH2:5])[CH2:7][CH2:8][S:9][CH3:10]. Procedure details: At about 0° C., acetyl chloride (15 mL) was added dropwise to methanol (100 mL). After stirring for about 10 minutes at about 0° C., L-methionine (8.5 g, 57 mmol) was added and the resulting solution was stirred for about 10 minutes. The solution was then heated at reflux for about 4 hours, and then maintained at ambient temperature for about 16 hours. The solvent was removed in vacuo, the resulting residue was dissolved in chloroform (100 mL), and the solution was neutralized to pH 7-8 by the c... Reported procedure: In 53 ml of azetonitrile were added 5.3 g of 4,5,6,7-tetrahydrobenzimidazole-5-carboxylic acid sulfate and 2.9 ml of thionyl chloride, and the mixture was stirred at 53° to 55° C. for 1.5 hours. The mixture was distilled under reduced pressure to remove 10 to 15 ml of the solvent. After 15 ml of acetonitrile was added thereto, the mixture was further distilled under reduced pressure to remove 10 to 15 ml of the solvent. The residual solution was added dropwise to a solution of 14.2 g of pyrrolid... Product: Cl.N1=CNC2=C1CCC(C2)C(=O)N2CCCC2 (N-[(4,5,6,7-tetrahydrobenzimidazol-5-yl)carbonyl]pyrrolidine hydrochloride). RXN SMILES: S(O)(O)(=O)=O.[N:6]1[C:10]2[CH2:11][CH2:12][CH:13]([C:15]([OH:17])=O)[CH2:14][C:9]=2[NH:8][CH:7]=1.S(Cl)([Cl:20])=O.N1[CH:25]=[CH:24][C:23]=1[C:26]#[N:27]>>[ClH:20].[N:6]1[C:10]2[CH2:11][CH2:12][CH:13]([C:15]([N:27]3[CH2:25][CH2:24][CH2:23][CH2:26]3)=[O:17])[CH2:14][C:9]=2[NH:8][CH:7]=1 |f:0.1,4.5|. The reactants are S(=O)(=O)(O)O.N1=CNC2=C1CCC(C2)C(=O)O (4,5,6,7-tetrahydrobenzimidazole-5-carboxylic acid sulfate), S(=O)(Cl)Cl (thionyl chloride), N1=C(C=C1)C#N (azetonitrile). Isolated yield 82.9%. Conditions: time 1.5 hour. Reactants: C(CCC)C1=NC2=C(N1CC1=CC=C(C=C1)C=1C(=CC=CC1)C(=O)OC(C)(C)C)C(=CC=C2C)OCCCN2CNC1C2=CC=CC1 (tert.-butyl 4'-[[2-n-butyl-7-[3-(tetrahydrobenzimidazol-1-yl)-propyloxy]-4-methyl-benzimidazol-1-yl]-methyl]-biphenyl-2-carboxylate), FC(C(=O)O)(F)F (trifluoroacetic acid). Solvent: C(Cl)Cl (methylene chloride). Yields the product C(CCC)C1=NC2=C(N1CC1=CC=C(C=C1)C=1C(=CC=CC1)C(=O)O)C(=CC=C2C)OCCCN2CNC1C2=CC=CC1 (4'-[[2-n-Butyl-7-[3-(tetrahydrobenzimidazol-1-yl)-propyloxy]-4-methyl-benzimidazol-1-yl]-methyl]-biphenyl-2-carboxylic acid). Reaction SMILES: [CH2:1]([C:5]1[N:9]([CH2:10][C:11]2[CH:16]=[CH:15][C:14]([C:17]3[C:18]([C:23]([O:25]C(C)(C)C)=[O:24])=[CH:19][CH:20]=[CH:21][CH:22]=3)=[CH:13][CH:12]=2)[C:8]2[C:30]([O:35][CH2:36][CH2:37][CH2:38][N:39]3[C:43]4=[CH:44][CH:45]=[CH:46][CH2:47][CH:42]4[NH:41][CH2:40]3)=[CH:31][CH:32]=[C:33]([CH3:34])[C:7]=2[N:6]=1)[CH2:2][CH2:3][CH3:4].FC(F)(F)C(O)=O>C(Cl)Cl>[CH2:1]([C:5]1[N:9]([CH2:10][C:11]2[CH:16]=[CH:15][C:14]([C:17]3[C:18]([C:23]([OH:25])=[O:24])=[CH:19][CH:20]=[CH:21][CH:22]=3)=[CH:13][CH:12]=2)[C:8]2[C:30]([O:35][CH2:36][CH2:37][CH2:38][N:39]3[C:43]4=[CH:44][CH:45]=[CH:46][CH2:47][CH:42]4[NH:41][CH2:40]3)=[CH:31][CH:32]=[C:33]([CH3:34])[C:7]=2[N:6]=1)[CH2:2][CH2:3][CH3:4]. Reported procedure: Prepared analogously to Example 1 from tert.-butyl 4'-[[2-n-butyl-7-[3-(tetrahydrobenzimidazol-1-yl)-propyloxy]-4-methyl-benzimidazol-1-yl]-methyl]-biphenyl-2-carboxylate and trifluoroacetic acid in methylene chloride. Yields the product O=c1cnc2ccc(F)cc2n1CCN1CCC(NCc2cc(-c3cccs3)on2)CC1. Starting materials: CC(=O)O[BH-](OC(C)=O)OC(C)=O, O=C([O-])O, CC(=O)O, ClC(Cl)Cl, NC1CCN(CCn2c(=O)cnc3ccc(F)cc32)CC1, [Na+], [Na+], O=Cc1cc(-c2cccs2)on1. RXN SMILES: [C:34]([O:35][BH-:36]([O:37][C:38](=[O:39])[CH3:40])[O:41][C:42](=[O:43])[CH3:44])(=[O:45])[CH3:46].[C:48](=[O:49])([O-:50])[OH:51].[CH3:53][C:54](=[O:55])[OH:56].[CH:57]([Cl:58])([Cl:59])[Cl:60].[NH2:1][CH:2]1[CH2:3][CH2:4][N:5]([CH2:8][CH2:9][n:10]2[c:11](=[O:21])[cH:12][n:13][c:14]3[cH:15][cH:16][c:17]([F:20])[cH:18][c:19]23)[CH2:6][CH2:7]1.[Na+:47].[Na+:52].[s:22]1[c:23](-[c:27]2[cH:28][c:29]([CH:32]=[O:33])[n:30][o:31]2)[cH:24][cH:25][cH:26]1>>[NH:1]([CH:2]1[CH2:3][CH2:4][N:5]([CH2:8][CH2:9][n:10]2[c:11](=[O:21])[cH:12][n:13][c:14]3[cH:15][cH:16][c:17]([F:20])[cH:18][c:19]23)[CH2:6][CH2:7]1)[CH2:32][c:29]1[cH:28][c:27](-[c:23]2[s:22][cH:26][cH:25][cH:24]2)[o:31][n:30]1. The reactants are c4ccc(B3OB(c1ccccc1)OB(c2ccccc2)O3)cc4 (effective_coupling_partner), COc1ccc(OC(=O)C(C)(C)C)cc1 (substrate). Reagents/catalysts: PCy3. Reaction conditions: temperature 110 celsius, time 12 hour. Yields the product c1ccc(c2ccc(OC)cc2)cc1.